This data is from the Open Reaction Database (ORD), a public repository of structured organic reaction records. The task is: describe an organic reaction: reactants, conditions, products, and yield The reactants are CO.Cl (hydrochloric acid methanol), C(C)(C)(C)OC(=O)N1CC2=C(CC1)SC=C2C (5-t-Butoxycarbonyl-3-methyl-4,5,6,7-tetrahydro-thieno[3,2-c]pyridine), Cl (hydrochloric acid). Solvent: C(Cl)(Cl)Cl (chloroform). Conditions: time 8 hour. Yields the product CC1=CSC2=C1CNCC2 (3-Methyl-4,5,6,7-tetrahydro-thieno[3,2-c]pyridine). As a reaction SMILES: C(OC([N:8]1[CH2:13][CH2:12][C:11]2[S:14][CH:15]=[C:16]([CH3:17])[C:10]=2[CH2:9]1)=O)(C)(C)C.CO.Cl.Cl>C(Cl)(Cl)Cl>[CH3:17][C:16]1[C:10]2[CH2:9][NH:8][CH2:13][CH2:12][C:11]=2[S:14][CH:15]=1 |f:1.2|. Procedure: 5-t-Butoxycarbonyl-3-methyl-4,5,6,7-tetrahydro-thieno[3,2-c]pyridine (150 mg, 0.49 mmol) was dissolved in chloroform (1 ml), and the solution was mixed with hydrochloric acid methanol solution (2 ml), stirred at room temperature for 8 hours, further mixed with concentrated hydrochloric acid (1 ml) and stirred for 16 hours. The solvent was removed by evaporation from the reaction solution under a reduced pressure, and the thus obtained residue was mixed with 47% hydrobromic acid (6 ml) and stirre... The reactants are FC1=CC=C(C=C1)C(=C(C=C[C@H](C[C@H](CC(=O)N[C@@H](CC(C)C)C(=O)OC)O)O)C1=NN=NN1C)C1=CC=C(C=C1)F (Methyl N-[9,9-bis(4-fluorophenyl)-3(R),5(S)-dihydroxy-8-(1-methyl-1H-tetrazol-5-yl)-1oxo-6,8-nonadien-1-yl]-L-leucinate), [OH-].[Na+] (NaOH). Solvent: O1CCOCC1.O (dioxane water). Product: FC1=CC=C(C=C1)C(=C(C=C[C@H](C[C@H](CC(=O)N[C@@H](CC(C)C)C(=O)O)O)O)C1=NN=NN1C)C1=CC=C(C=C1)F (N-[9,9-bis(4-fluorophenyl)-3(R),5(S)-dihydroxy-8-(1-methyl-1H-tetrazol-5yl)-1-oxo-6,8-nonadien-1-yl]-L-leucine). RXN SMILES: [F:1][C:2]1[CH:7]=[CH:6][C:5]([C:8]([C:36]2[CH:41]=[CH:40][C:39]([F:42])=[CH:38][CH:37]=2)=[C:9]([C:30]2[N:34]([CH3:35])[N:33]=[N:32][N:31]=2)[CH:10]=[CH:11][C@@H:12]([OH:29])[CH2:13][C@@H:14]([OH:28])[CH2:15][C:16]([NH:18][C@H:19]([C:24]([O:26]C)=[O:25])[CH2:20][CH:21]([CH3:23])[CH3:22])=[O:17])=[CH:4][CH:3]=1.[OH-].[Na+]>O1CCOCC1.O>[F:1][C:2]1[CH:3]=[CH:4][C:5]([C:8]([C:36]2[CH:41]=[CH:40][C:39]([F:42])=[CH:38][CH:37]=2)=[C:9]([C:30]2[N:34]([CH3:35])[N:33]=[N:32][N:31]=2)[CH:10]=[CH:11][C@@H:12]([OH:29])[CH2:13][C@@H:14]([OH:28])[CH2:15][C:16]([NH:18][C@H:19]([C:24]([OH:26])=[O:25])[CH2:20][CH:21]([CH3:23])[CH3:22])=[O:17])=[CH:6][CH:7]=1 |f:1.2,3.4|. Reported procedure: When a solution of the compound from Example 147 in dioxane-water is treated at a temperature of about 0° C. with 1N NaOH and then acidified after workup, the title compound is thereby produced. Reactants: S1C=CC=2CCNC3=C(C21)C=CC=C3 (4,5-dihydro-6H-thieno[3,2-d][1]benzazepine), C1(=C(C=CC=C1)C(=O)NC1=CC=C(C=N1)C(=O)Cl)C1=CC=CC=C1 (6-[([1,1'-biphenyl]-2-ylcarbonyl)amino]-3-pyridinecarbonyl chloride). Reported procedure: As described for Example 12, 4,5-dihydro-6H-thieno[3,2-d][1]benzazepine is reacted with 6-[([1,1'-biphenyl]-2-ylcarbonyl)amino]-3-pyridinecarbonyl chloride to give the product as a solid. The product is S1C=CC=2CCN(C3=C(C21)C=CC=C3)C(=O)C=3C=CC(=NC3)NC(=O)C=3C(=CC=CC3)C3=CC=CC=C3 (N-[5-[(4,5-Dihydro-6H-thieno[3,2-d][1]benzazepin-6-yl)carbonyl]-2-pyridinyl][1,1'-biphenyl]-2-carboxamide). Reaction SMILES: [S:1]1[C:10]2[C:9]3[CH:11]=[CH:12][CH:13]=[CH:14][C:8]=3[NH:7][CH2:6][CH2:5][C:4]=2[CH:3]=[CH:2]1.[C:15]1([C:33]2[CH:38]=[CH:37][CH:36]=[CH:35][CH:34]=2)[CH:20]=[CH:19][CH:18]=[CH:17][C:16]=1[C:21]([NH:23][C:24]1[N:29]=[CH:28][C:27]([C:30](Cl)=[O:31])=[CH:26][CH:25]=1)=[O:22]>>[S:1]1[C:10]2[C:9]3[CH:11]=[CH:12][CH:13]=[CH:14][C:8]=3[N:7]([C:30]([C:27]3[CH:26]=[CH:25][C:24]([NH:23][C:21]([C:16]4[C:15]([C:33]5[CH:38]=[CH:37][CH:36]=[CH:35][CH:34]=5)=[CH:20][CH:19]=[CH:18][CH:17]=4)=[O:22])=[N:29][CH:28]=3)=[O:31])[CH2:6][CH2:5][C:4]=2[CH:3]=[CH:2]1.